Dataset: the Open Reaction Database (ORD), a public repository of structured organic reaction records. Task: describe an organic reaction: reactants, conditions, products, and yield The reactants are [H-].[Na+] (sodium hydride), N1=CNC(=C1)CN(C1=CC(=CC=C1)[N+](=O)[O-])C(C)C ((3H-imidazol-4-ylmethyl)-isopropyl-(3-nitro-phenyl)-amine), C[Si](CCOCCl)(C)C (2-(trimethylsilyl)ethoxymethylchloride). Run in O1CCCC1 (tetrahydrofuran). Reaction conditions: time 45 minute. Product: C(C)(C)N(CC=1N(C=NC1)COCC[Si](C)(C)C)C1=CC(=CC=C1)[N+](=O)[O-] (Isopropyl-(3-nitro-phenyl)-[3-(2-trimethylsilanyl-ethoxymethyl)-3H-imidazol-4-ylmethyl]-amine). As a reaction SMILES: [H-].[Na+].[N:3]1[CH:7]=[C:6]([CH2:8][N:9]([CH:19]([CH3:21])[CH3:20])[C:10]2[CH:15]=[CH:14][CH:13]=[C:12]([N+:16]([O-:18])=[O:17])[CH:11]=2)[NH:5][CH:4]=1.[CH3:22][Si:23]([CH3:30])([CH3:29])[CH2:24][CH2:25][O:26][CH2:27]Cl>O1CCCC1>[CH:19]([N:9]([C:10]1[CH:15]=[CH:14][CH:13]=[C:12]([N+:16]([O-:18])=[O:17])[CH:11]=1)[CH2:8][C:6]1[N:5]([CH2:27][O:26][CH2:25][CH2:24][Si:23]([CH3:30])([CH3:29])[CH3:22])[CH:4]=[N:3][CH:7]=1)([CH3:21])[CH3:20] |f:0.1|. Procedure details: To sodium hydride (149 mg, 55% in mineral oil, 3.42 mmol) in tetrahydrofuran (240 ml) was added a solution of (3H-imidazol-4-ylmethyl)-isopropyl-(3-nitro-phenyl)-amine (685 mg, 2.63 mmol) in tetahydrofuran (100 ml) and stirring was continued for 45 min at room temperature. The reaction mixture was cooled with an ice bath and 2-(trimethylsilyl)ethoxymethylchloride (439 mg, 2.63 mmol) was added. After stirring the suspension overnight the reaction was quenched with saturated sodium bicarbonate sol... Starting materials: C(#CCCCC)C=1N=C(C=2N=CN([C@H]3[C@H](O)[C@H](O)[C@@H](CO)O3)C2N1)N (2-(1-hexynyl)adenosine), C#CCCCC (1-hexyn), Compound 3).8, IC=1N=C(C=2N=CN([C@H]3[C@H](O)[C@H](O)[C@@H](CO)O3)C2N1)N (2-iodoadenosine). Yields the product IC=1N=C(C=2N=C(N([C@H]3[C@H](O)[C@H](O)[C@@H](CO)O3)C2N1)NCC1=CC=CC=C1)N (2-iodo-8-benzylaminoadenosine). RXN SMILES: [C:1]([C:7]1[N:8]=C(N)C2N=CN(C=2N=1)[C@@H]1O[C@H](CO)[C@@H](O)[C@H]1O)#[C:2][CH2:3][CH2:4][CH2:5][CH3:6].[I:26][C:27]1[N:28]=[C:29]([NH2:45])[C:30]2[N:31]=[CH:32][N:33]([C:43]=2[N:44]=1)[C@@H:34]1[O:42][C@H:39]([CH2:40][OH:41])[C@@H:37]([OH:38])[C@H:35]1[OH:36].C#CCCCC>>[I:26][C:27]1[N:28]=[C:29]([NH2:45])[C:30]2[N:31]=[C:32]([NH:8][CH2:7][C:1]3[CH:2]=[CH:3][CH:4]=[CH:5][CH:6]=3)[N:33]([C:43]=2[N:44]=1)[C@@H:34]1[O:42][C@H:39]([CH2:40][OH:41])[C@@H:37]([OH:38])[C@H:35]1[OH:36]. Reported procedure: 2-(1-hexynyl)adenosine (Compound 3).8 The reaction was performed with 2-iodoadenosine (1, 255 mg, 0.65 mmol) and 1-hexyn (3.15 mmol). The mixture was purified by column chromatography (5% MeOH in CH2Cl2). Yield 192 mg (0.55 mmol, 85%), mp 106–109÷C; Rƒ 0.10 (10% MeOH in CH2Cl2); 1H NMR (DMSO-d6) δ 8.37 (s, 1H, H-8), 7.41 (bs, 2H, NH2), 5.84 (d, J=6.18 Hz, 1H, H-1′), 5.45 (d, J=6.18 Hz, 1H, OH-2′), 5.22–5.16 (m, 1H, OH-5′), 5.22–5.16 (m, 1H, OH-3′), 4.52 (q, J=5.15 Hz, 1H, H-2′), 4.11 (q, J=3.43 ... Starting materials: C(\C=C\C(=O)O)(=O)O (fumaric acid), N (ammonia). Product: N[C@@H](CC(=O)[O-])C(=O)[O-].[NH4+].[NH4+] (ammonium L-aspartate). RXN SMILES: [C:1]([OH:8])(=[O:7])/[CH:2]=[CH:3]/[C:4]([OH:6])=[O:5].[NH3:9]>>[NH2:9][C@H:2]([C:1]([O-:8])=[O:7])[CH2:3][C:4]([O-:6])=[O:5].[NH4+:9].[NH4+:9] |f:2.3.4|. Procedure details: fumaric acid is reacted with ammonia in an inert diluent in the presence of aspartase or aspartase-producing microorganisms to give ammonium L-aspartate then The reactants are N1=CC=CC=C1 (pyridine), N1[C@H](C(=O)O)C[C@@H](O)C1 (L-hydroxyproline), N1=CC=CC=C1 (pyridine), C(C)(=O)OC(C)=O (acetic anhydride), C(C)(=O)OC(C)=O (acetic anhydride). The solvent is O (water). Reaction conditions: time 45 minute. Yields the product C(C)(=O)N1[C@H](C(=O)O)CC(C1)O (N-acetyl-4-hydroxy-L-proline). Isolated yield 64.4%. RXN SMILES: [NH:1]1[CH2:9][C@H:7]([OH:8])[CH2:6][C@H:2]1[C:3]([OH:5])=[O:4].N1C=CC=CC=1.[C:16](OC(=O)C)(=[O:18])[CH3:17]>O>[C:16]([N:1]1[CH2:9][CH:7]([OH:8])[CH2:6][C@H:2]1[C:3]([OH:5])=[O:4])(=[O:18])[CH3:17]. Reported procedure: A solution of 100 g (0.76 mol) of L-hydroxyproline and 540 ml of water is cooled to 10° and 297 ml (3.7 mol) of pyridine is added. The temperature is lowered to 5° and 151.2 ml (1.6 mol) of acetic anhydride is slowly added. The reaction is stirred at 0°-5° for 45 min and 81 ml (0.97 mol) of pyridine is added followed by 42.7 ml (0.45 mol) of acetic anhydride. The reaction is stirred overnight in an ice bath allowing the bath to come to room temperature. The reaction is evaporated and the residue... The reactants are O=C([O-])[O-], CC(=O)[O-], COc1ccnc(CCc2nc3cc(I)cnc3[nH]2)c1, O=S(=O)(NC1CCCCC1)c1ccc(Br)cc1, [Cl-], [K+], [K+], [K+], [Li+], C1COCCO1, O, [Pd], c1ccc(P(c2ccccc2)c2ccccc2)cc1, c1ccc(P(c2ccccc2)c2ccccc2)cc1, c1ccc(P(c2ccccc2)c2ccccc2)cc1, c1ccc(P(c2ccccc2)c2ccccc2)cc1. The product is COc1ccnc(CCc2nc3cc(-c4ccc(S(=O)(=O)NC5CCCCC5)cc4)cnc3[nH]2)c1. RXN SMILES: [C:43](=[O:44])([O-:45])[O-:46].[CH3:19][C:20](=[O:21])[O-:22].[CH3:23][O:24][c:25]1[cH:26][c:27]([CH2:31][CH2:32][c:33]2[n:34][c:35]3[c:36]([n:37][cH:38][c:39]([I:41])[cH:40]3)[nH:42]2)[n:28][cH:29][cH:30]1.[CH:1]1([NH:7][S:8](=[O:9])(=[O:10])[c:11]2[cH:12][cH:13][c:14]([Br:17])[cH:15][cH:16]2)[CH2:2][CH2:3][CH2:4][CH2:5][CH2:6]1.[Cl-:50].[K+:18].[K+:47].[K+:48].[Li+:49].[O:51]1[CH2:52][CH2:53][O:54][CH2:55][CH2:56]1.[OH2:57].[Pd:58].[c:116]1([P:117]([c:118]2[cH:119][cH:120][cH:121][cH:122][cH:123]2)[c:124]2[cH:125][cH:126][cH:127][cH:128][cH:129]2)[cH:130][cH:131][cH:132][cH:133][cH:134]1.[c:59]1([P:60]([c:61]2[cH:62][cH:63][cH:64][cH:65][cH:66]2)[c:67]2[cH:68][cH:69][cH:70][cH:71][cH:72]2)[cH:73][cH:74][cH:75][cH:76][cH:77]1.[c:78]1([P:79]([c:80]2[cH:81][cH:82][cH:83][cH:84][cH:85]2)[c:86]2[cH:87][cH:88][cH:89][cH:90][cH:91]2)[cH:92][cH:93][cH:94][cH:95][cH:96]1.[c:97]1([P:98]([c:99]2[cH:100][cH:101][cH:102][cH:103][cH:104]2)[c:105]2[cH:106][cH:107][cH:108][cH:109][cH:110]2)[cH:111][cH:112][cH:113][cH:114][cH:115]1>>[CH:1]1([NH:7][S:8](=[O:9])(=[O:10])[c:11]2[cH:12][cH:13][c:14](-[c:39]3[cH:38][n:37][c:36]4[c:35]([n:34][c:33]([CH2:32][CH2:31][c:27]5[cH:26][c:25]([O:24][CH3:23])[cH:30][cH:29][n:28]5)[nH:42]4)[cH:40]3)[cH:15][cH:16]2)[CH2:2][CH2:3][CH2:4][CH2:5][CH2:6]1. The reactants are ClC=1C=NC=C(C1NC1=NC2=C(N1)C=1CC(OC1C(=C2)C(=O)NC2=CC(=C(C=C2)F)C(F)(F)F)(C)C)Cl (2-((3,5-dichloropyridin-4-yl)amino)-N-(4-fluoro-3-(trifluoromethyl)phenyl)-7,7-dimethyl-7,8-dihydro-1H-benzofuro[4,5-d]imidazole-5-carboxamide), CS(=O)(=O)O (methanesulphonic acid). The solvent is CC(=O)C (acetone). The product is CS(=O)(=O)O.ClC=1C=NC=C(C1NC1=NC2=C(N1)C=1CC(OC1C(=C2)C(=O)NC2=CC(=C(C=C2)F)C(F)(F)F)(C)C)Cl (2-((3,5-Dichloropyridin-4-yl)amino)-N-(4-fluoro-3-(trifluoromethyl)phenyl)-7,7-dimethyl-7,8-dihydro-1H-benzofuro[4,5-d]imidazole-5-carboxamide methanesulfonate). RXN SMILES: [Cl:1][C:2]1[CH:3]=[N:4][CH:5]=[C:6]([Cl:37])[C:7]=1[NH:8][C:9]1[NH:13][C:12]2[C:14]3[CH2:15][C:16]([CH3:36])([CH3:35])[O:17][C:18]=3[C:19]([C:21]([NH:23][C:24]3[CH:29]=[CH:28][C:27]([F:30])=[C:26]([C:31]([F:34])([F:33])[F:32])[CH:25]=3)=[O:22])=[CH:20][C:11]=2[N:10]=1.[CH3:38][S:39]([OH:42])(=[O:41])=[O:40]>CC(C)=O>[CH3:38][S:39]([OH:42])(=[O:41])=[O:40].[Cl:1][C:2]1[CH:3]=[N:4][CH:5]=[C:6]([Cl:37])[C:7]=1[NH:8][C:9]1[NH:13][C:12]2[C:14]3[CH2:15][C:16]([CH3:35])([CH3:36])[O:17][C:18]=3[C:19]([C:21]([NH:23][C:24]3[CH:29]=[CH:28][C:27]([F:30])=[C:26]([C:31]([F:34])([F:32])[F:33])[CH:25]=3)=[O:22])=[CH:20][C:11]=2[N:10]=1 |f:3.4|. Reported procedure: The title compound was prepared following the procedure described for Example-169 by using 2-((3,5-dichloropyridin-4-yl)amino)-N-(4-fluoro-3-(trifluoromethyl)phenyl)-7,7-dimethyl-7,8-dihydro-1H-benzofuro[4,5-d]imidazole-5-carboxamide (Example-196, 0.100 g), acetone, methanesulphonic acid to afford 0.051 g of the desired product. 1HNMR (DMSO-d6): δ 1.58 (s, 6H), 2.31 (s, 6H), 3.10 (s, 2H), 7.35 (s, m1H), 7.52 (t, J=9.9 Hz, 1H), 7.86 (m, 1H), 8.29 (m, 1H), 8.56 (s, 2H), 9.88 (s, 1H), 11-12.00 (br ... Starting materials: C12C(C3CC(CC(C1)C3)C2)=O (Adamantan-2-one), [OH-].[Na+] (sodium hydroxide), C(C)(=O)OC(C)=O (acetic anhydride). The reagents and catalysts are [O-2].[O-2].[O-2].[Cr+6] (chromium trioxide). Run in C(C)(=O)O (acetic acid). Conditions: temperature 17.5 celsius, time 1 hour. Yields the product OC12CC3C(C(CC(C1)C3)C2)=O (5-Hydroxyadamantan-2-one). As a reaction SMILES: C(O[C:5](=[O:7])[CH3:6])(=O)C.[CH:8]12[CH2:17]C3[CH2:13][CH:14]([CH2:16][CH:10](C3)[C:9]1=[O:18])[CH2:15]2.[OH-].[Na+]>[O-2].[O-2].[O-2].[Cr+6].C(O)(=O)C>[OH:7][C:5]12[CH2:6][CH:10]3[CH2:16][CH:14]([CH2:15][CH:8]([C:9]3=[O:18])[CH2:17]1)[CH2:13]2 |f:2.3,4.5.6.7|. Procedure: Into a single neck 500 mL round bottom flask equipped with a magnetic stirrer and water bath, 75 parts of acetic acid containing 5 parts acetic anhydride was added. Twenty five parts of chromium trioxide was added in portions in 40 minutes while the temperature was maintained at 15-20° C. with water bath. Five parts of Adamantan-2-one was added in portions over a period of 15 minutes. Stirring was continued for one hour. The viscous reaction mixture was poured into cold 250 mL of aqueous 20% sod... Starting materials: CO, Cc1cc(C)cc(Sc2cccc(F)c2C#N)c1, O. Yields the product Cc1cc(C)cc(S(=O)c2cccc(F)c2C#N)c1. Reaction SMILES: [CH3:19][OH:20].[CH3:1][c:2]1[cH:3][c:4]([S:9][c:10]2[c:11]([C:12]#[N:13])[c:14]([F:18])[cH:15][cH:16][cH:17]2)[cH:5][c:6]([CH3:8])[cH:7]1.[OH2:21]>>[CH3:1][c:2]1[cH:3][c:4]([S:9]([c:10]2[c:11]([C:12]#[N:13])[c:14]([F:18])[cH:15][cH:16][cH:17]2)=[O:20])[cH:5][c:6]([CH3:8])[cH:7]1. Starting materials: COC(N(C)C)OC (Dimethylformamide dimethylacetal), C(C1=CC=CC=C1)N1C(=NN2C(C1=O)=C(C=C2)Cl)C (3-benzyl-5-chloro-2-methyl-3H-pyrrolo[2,1-f][1,2,4]triazin-4-one), [O-]S(=O)(=O)[O-].[Mg+2] (MgSO4). Solvent: CN(C)C=O (DMF). Run at temperature 140 celsius. Yields the product C(C1=CC=CC=C1)N1C(=NN2C(C1=O)=C(C=C2)Cl)C=CN(C)C (3-Benzyl-5-chloro-2-(2-dimethylamino-vinyl)-3H-pyrrolo[2,1-f][1,2,4]triazin-4-one). The yield is 49.8%. Reaction SMILES: CO[CH:3](OC)[N:4]([CH3:6])[CH3:5].[CH2:9]([N:16]1[C:21](=[O:22])[C:20]2=[C:23]([Cl:26])[CH:24]=[CH:25][N:19]2[N:18]=[C:17]1[CH3:27])[C:10]1[CH:15]=[CH:14][CH:13]=[CH:12][CH:11]=1.[O-]S([O-])(=O)=O.[Mg+2]>CN(C=O)C>[CH2:9]([N:16]1[C:21](=[O:22])[C:20]2=[C:23]([Cl:26])[CH:24]=[CH:25][N:19]2[N:18]=[C:17]1[CH:27]=[CH:3][N:4]([CH3:6])[CH3:5])[C:10]1[CH:11]=[CH:12][CH:13]=[CH:14][CH:15]=1 |f:2.3|. Reported procedure: Dimethylformamide dimethylacetal (20 ml, 152 mmol) was added to a solution of 3-benzyl-5-chloro-2-methyl-3H-pyrrolo[2,1-f][1,2,4]triazin-4-one (9.0 g, 33 mmol) in DMF (100 mL) with MgSO4 (5 g) and the reaction mixture was heated to 140° C. in a sealed tube for 16 h. The reaction mixture was concentrated in vacuo, the residue dissolved with EtOAc (50 mL) and a solid was precipitated by addition of petroleum ether (300 mL). The solid was filtered, washed with petroleum ether and dried in vacuo to ...